Task: describe an organic reaction: reactants, conditions, products, and yield. Dataset: the Open Reaction Database (ORD), a public repository of structured organic reaction records Yields the product CNC(OC1=CC(=CC=C1)C1N(CCC1)C(C1=CC=CC=C1)=O)=O (3-(1-Benzoyl-2-pyrrolidinyl)phenyl methylcarbamate). Procedure: To a solution of 3-[1-benzoyl-2-pyrrolidinyl]phenol (0.69 g) in dry tetrahydrofuran (35 ml) was added methyl isocyanate (0.16 ml) followed by milled potassium carbonate (0.46 g) at ambient temperature, under nitrogen. The reaction mixture was stirred for 22 hrs, at which time it was filtered through a pad of celite, and the solids washed with ethyl acetate. The combined filtrates were concentrated. Recrystallization of the residue from ethyl acetate afforded 0.50 g (60%) of product, mp 117°-121°... The solvent is O1CCCC1 (tetrahydrofuran). Run at time 22 hour. Yield: 60.0%. Starting materials: C(C1=CC=CC=C1)(=O)N1C(CCC1)C=1C=C(C=CC1)O (3-[1-benzoyl-2-pyrrolidinyl]phenol), CN=C=O (methyl isocyanate), C([O-])([O-])=O.[K+].[K+] (potassium carbonate). Reaction SMILES: [C:1]([N:9]1[CH2:13][CH2:12][CH2:11][CH:10]1[C:14]1[CH:15]=[C:16]([OH:20])[CH:17]=[CH:18][CH:19]=1)(=[O:8])[C:2]1[CH:7]=[CH:6][CH:5]=[CH:4][CH:3]=1.[CH3:21][N:22]=[C:23]=[O:24].C(=O)([O-])[O-].[K+].[K+]>O1CCCC1>[CH3:21][NH:22][C:23](=[O:24])[O:20][C:16]1[CH:17]=[CH:18][CH:19]=[C:14]([CH:10]2[CH2:11][CH2:12][CH2:13][N:9]2[C:1](=[O:8])[C:2]2[CH:3]=[CH:4][CH:5]=[CH:6][CH:7]=2)[CH:15]=1 |f:2.3.4|.